This data is from the Open Reaction Database (ORD), a public repository of structured organic reaction records. The task is: describe an organic reaction: reactants, conditions, products, and yield Starting materials: CC1(C(NC(N1)=O)=O)C (5,5-dimethyl-hydantoin), C([O-])([O-])=O.[K+].[K+] (potassium carbonate), ClCCCl (1,2-dichloroethane). The solvent is CN(C=O)C (dimethylformamide). Yields the product ClCCN1C(NC(C1=O)(C)C)=O (3-(β-chloroethyl)-5,5-dimethyl-hydantoin). Reaction SMILES: [CH3:1][C:2]1([CH3:9])[NH:6][C:5](=[O:7])[NH:4][C:3]1=[O:8].C(=O)([O-])[O-].[K+].[K+].[Cl:16][CH2:17][CH2:18]Cl>CN(C)C=O>[Cl:16][CH2:17][CH2:18][N:4]1[C:3](=[O:8])[C:2]([CH3:9])([CH3:1])[NH:6][C:5]1=[O:7] |f:1.2.3|. Procedure: A mixture of 1,664 g of 5,5-dimethyl-hydantoin (13.0 mols), 897 g of anhydrous potassium carbonate (6.5 mols), 5,148 g of 1,2-dichloroethane (52 mols) and 1,458 ml of dimethylformamide is reacted for 18 hours and 20 minutes at 90°C to 100°C internal temperature (external temperature 155°C), whilst constantly removing the resulting water of reaction by azeotropic circulatory distillation. Water of reaction eliminated: 110 g (94.0% of theory). Thereafter the reaction mixture, whilst still hot, is ...